This data is from the Open Reaction Database (ORD), a public repository of structured organic reaction records. The task is: describe an organic reaction: reactants, conditions, products, and yield Starting materials: ice water, ClC1=C(C=NC2=CC(=C(C=C12)OC)OC)C#N (4-chloro-6,7-dimethoxy-quinoline-3-carbonitrile), NC1=CC=C2C=NNC2=C1 (6-aminoindazole), C([O-])([O-])=O.[Na+].[Na+] (sodium carbonate). Run in COCCO (2-methoxyethanol). Run at temperature 100 celsius. Product: COC=1C=C2C(=C(C=NC2=CC1OC)C#N)NC1=CC=C2C=NNC2=C1 (6,7-Dimethoxy-4-(1H-indazol-6-ylamino)-quinoline-3-carbonitrile). Yield: 106.3%. Reaction SMILES: Cl[C:2]1[C:11]2[C:6](=[CH:7][C:8]([O:14][CH3:15])=[C:9]([O:12][CH3:13])[CH:10]=2)[N:5]=[CH:4][C:3]=1[C:16]#[N:17].[NH2:18][C:19]1[CH:27]=[C:26]2[C:22]([CH:23]=[N:24][NH:25]2)=[CH:21][CH:20]=1.C(=O)([O-])[O-].[Na+].[Na+]>COCCO>[CH3:13][O:12][C:9]1[CH:10]=[C:11]2[C:6](=[CH:7][C:8]=1[O:14][CH3:15])[N:5]=[CH:4][C:3]([C:16]#[N:17])=[C:2]2[NH:18][C:19]1[CH:27]=[C:26]2[C:22]([CH:23]=[N:24][NH:25]2)=[CH:21][CH:20]=1 |f:2.3.4|. Procedure: A solution of 500 mg (2.00 mM) of 4-chloro-6,7-dimethoxy-quinoline-3-carbonitrile and 975 mg (2.61 mM) of 6-aminoindazole in 15 ml of 2-methoxyethanol was refluxed for 3 hours. To the warm solution was added 1 ml of 1M sodium carbonate and the sample was heated for 5 minutes at 100° C., then poured into 300 ml of ice water. The solid was collected, washed with water followed by ether and dried under vacuum at 80° C. to yield 738 mg of the title compound as a tan solid: mass spectrum (electrospra... Reactants: [Br-].C(CC1=CC=CC=C1)[P+](C1=CC=CC=C1)(C1=CC=CC=C1)C1=CC=CC=C1 (phenethyltriphenylphosphonium bromide), [Li]CCCC (n-BuLi), C1=C(C=CC2=CC=CC=C12)C(C)=O (1-(naphthalen-2-yl)ethanone). Yields the product C1(=CC=CC=C1)CC=C(C)C1=CC2=CC=CC=C2C=C1 (2-(4-Phenylbut-2-en-2-yl)naphthalene). Yield: 53.5%. As a reaction SMILES: [Br-].[CH2:2]([P+](C1C=CC=CC=1)(C1C=CC=CC=1)C1C=CC=CC=1)[CH2:3][C:4]1[CH:9]=[CH:8][CH:7]=[CH:6][CH:5]=1.[Li]CCCC.[CH:34]1[C:43]2[C:38](=[CH:39][CH:40]=[CH:41][CH:42]=2)[CH:37]=[CH:36][C:35]=1[C:44](=O)[CH3:45]>>[C:38]1([CH2:37][CH:36]=[C:35]([C:44]2[CH:2]=[CH:3][C:4]3[C:5](=[CH:6][CH:7]=[CH:8][CH:9]=3)[CH:45]=2)[CH3:34])[CH:43]=[CH:42][CH:41]=[CH:40][CH:39]=1 |f:0.1|. Procedure: Starting from phenethyltriphenylphosphonium bromide (2.30 g, 5.14 mmol, 1.0 equiv.), n-BuLi (1.6 M in hexanes, 3.2 mL, 5.14 mmol, 1.0 equiv.) and 1-(naphthalen-2-yl)ethanone (1.22 g, 7.20 mmol, 1.4 equiv.), 0.71 g (54%) of the title compound as a yellow oil was obtained after purification by flash chromatography on SiO2 (cyclohexane/EtOAc 995:5). Starting materials: C(C)OC(CC1C2=C(B(O1)O)C=C(C=C2OCCCNC(=O)OC(C)(C)C)OC2=NC=CN=C2)=O ([4-(3-tert-butoxycarbonylamino-propoxy)-1-hydroxy-6-(pyrazin-2-yloxy)-1,3-dihydro-benzo[c][1,2]oxaborol-3-yl]-acetic acid ethyl ester), Cl (HCl). Run in C(C)(=O)O (acetic acid). Product: NCCCOC1=CC(=CC=2B(OC(C21)CC(=O)O)O)OC2=NC=CN=C2 ([4-(3-Amino-propoxy)-1-hydroxy-6-(pyrazin-2-yloxy)-1,3-dihydro-benzo[c][1,2]oxaborol-3-yl]-acetic acid). Yield: 53.6%. RXN SMILES: C([O:3][C:4](=[O:35])[CH2:5][CH:6]1[O:10][B:9]([OH:11])[C:8]2[CH:12]=[C:13]([O:28][C:29]3[CH:34]=[N:33][CH:32]=[CH:31][N:30]=3)[CH:14]=[C:15]([O:16][CH2:17][CH2:18][CH2:19][NH:20]C(OC(C)(C)C)=O)[C:7]1=2)C.Cl>C(O)(=O)C>[NH2:20][CH2:19][CH2:18][CH2:17][O:16][C:15]1[C:7]2[CH:6]([CH2:5][C:4]([OH:35])=[O:3])[O:10][B:9]([OH:11])[C:8]=2[CH:12]=[C:13]([O:28][C:29]2[CH:34]=[N:33][CH:32]=[CH:31][N:30]=2)[CH:14]=1. Procedure: A solution of [4-(3-tert-butoxycarbonylamino-propoxy)-1-hydroxy-6-(pyrazin-2-yloxy)-1,3-dihydro-benzo[c][1,2]oxaborol-3-yl]-acetic acid ethyl ester (81 mg) in acetic acid (4 mL) was treated with 1N HCl (1 mL) at 100° C. for 2 h. The reaction was concentrated to dryness. The residue was purified by preparative HPLC to give the title compound (32 mg) as a white solid. 1H NMR (300 MHz, CD3OD) δ 8.42 (s, 1H), 8.31-8.30 (m, 1H), 8.17-8.15 (m, 1H), 6.98 (d, J=1.5 Hz, 1H), 6.90 (d, J=1.5 Hz, 1H), 5.66-... The reactants are CCN(C(C)C)C(C)C, COc1c(Cl)cc(C(=O)Cl)cc1I, ClCCl, Nc1ccccc1S, c1ccc2c(c1)NCS2. Product: COc1c(Cl)cc(C(=O)N2CSc3ccccc32)cc1I. As a reaction SMILES: [CH:18]([N:19]([CH:20]([CH3:21])[CH3:22])[CH2:23][CH3:24])([CH3:25])[CH3:26].[Cl:27][c:28]1[cH:29][c:30]([C:31](=[O:32])[Cl:33])[cH:34][c:35]([I:39])[c:36]1[O:37][CH3:38].[Cl:40][CH2:41][Cl:42].[NH2:10][c:11]1[cH:12][cH:13][cH:14][cH:15][c:16]1[SH:17].[S:1]1[CH2:2][NH:3][c:4]2[c:5]1[cH:6][cH:7][cH:8][cH:9]2>>[S:1]1[CH2:2][N:3]([C:31]([c:30]2[cH:29][c:28]([Cl:27])[c:36]([O:37][CH3:38])[c:35]([I:39])[cH:34]2)=[O:32])[c:4]2[c:5]1[cH:6][cH:7][cH:8][cH:9]2. Reactants: ClC=1C=C(C(=O)NC=2C=C(C(=CC2)C)C2=CC=C(C=C2)C(=O)NCC2CC2)C=CN1 (2-chloro-N-(4′{[(cyclopropylmethyl)amino]carbonyl}-6-methyl-1,1′-biphenyl-3-yl)isonicotinamide). Run in C1(CC1)N (cyclopropylamine). The product is C(C1=CC=NC=C1)(=O)N (isonicotinamide). Yield: 40.9%. As a reaction SMILES: Cl[C:2]1[CH:3]=[C:4]([CH:28]=[CH:29][N:30]=1)[C:5]([NH:7]C1C=C(C2C=CC(C(NCC3CC3)=O)=CC=2)C(C)=CC=1)=[O:6]>C1(N)CC1>[C:5]([NH2:7])(=[O:6])[C:4]1[CH:28]=[CH:29][N:30]=[CH:2][CH:3]=1. Reported procedure: A solution of 2-chloro-N-(4′{[(cyclopropylmethyl)amino]carbonyl}-6-methyl-1,1′-biphenyl-3-yl)isonicotinamide (50 mg, 0.12 mmol) in cyclopropylamine (2 ml) was heated at 85° C. for 48 h and then at 110° C. for 72 h in a sealed tube.The reaction was concentrated under vacuum, the residue triturated with water and purified by preparative HPLC. The solvent was evaporated under vacuum to give 2-(cyclopropylamino)-N-4′-{[(cyclopropylmethyl)amino]carbonyl}-6-methyl-1,1′-biphenyl-3-yl)isonicotinamide (6... Starting materials: [Mg] (magnesium), C[O-].[Mg+2].C[O-] (magnesium methoxide), C(CCCCCCCC)C1=CC=C(C=C1)O (Para-nonyl phenol), C=O (paraformaldehyde), [Mg] (magnesium), C=O (paraformaldehyde). Run in C1(=CC=CC=C1)C (toluene), CO (methanol), C(C)(=O)O (acetic acid), C(C)(=O)O (acetic acid), O (water). Reaction conditions: temperature 70 celsius, time 1 hour. Product: C(CCCCCCCC)C1=CC=C(C(C=O)=C1)O (5-nonyl salicylaldehyde). Yield: 67.0%. Reaction SMILES: [Mg].[CH3:2][O-:3].[Mg+2].C[O-].[CH2:7]([C:16]1[CH:21]=[CH:20][C:19]([OH:22])=[CH:18][CH:17]=1)[CH2:8][CH2:9][CH2:10][CH2:11][CH2:12][CH2:13][CH2:14][CH3:15].C=O>O.C(O)(=O)C.C1(C)C=CC=CC=1.CO>[CH2:7]([C:16]1[CH:17]=[C:18]([CH:2]=[O:3])[C:19]([OH:22])=[CH:20][CH:21]=1)[CH2:8][CH2:9][CH2:10][CH2:11][CH2:12][CH2:13][CH2:14][CH3:15] |f:1.2.3|. Procedure details: A 2-liter round-bottomed flask was charged with magnesium (12 g, 0.49 mol), methanol (285 ml), toluene (120 ml) and magnesium methoxide (10 ml solution of 7.4% by weight magnesium methoxide in methanol). The reaction mixture was heated to reflux and the magnesium dissolved. Para-nonyl phenol (112.4 g) was added in one portion to the reaction mixture. The flask was then rigged for a fractional vacuum distillation and an azeotrope of methanol/toluene was distilled off to an internal temperature of... Reaction SMILES: [NH2:1][c:2]1[n:3][c:4](-[c:11]2[o:12][cH:13][cH:14][cH:15]2)[cH:5][c:6]([C:8](=[O:9])[OH:10])[n:7]1.[NH:27]=[C:28]=[NH:29].[O:41]=[CH:42][N:43]([CH3:44])[CH3:45].[OH2:30].[OH:31][n:32]1[c:33]2[cH:34][cH:35][cH:36][cH:37][c:38]2[n:39][n:40]1.[nH:16]1[cH:17][cH:18][c:19]2[cH:20][c:21]([CH2:25][NH2:26])[cH:22][cH:23][c:24]12>>[NH2:1][c:2]1[n:3][c:4](-[c:11]2[o:12][cH:13][cH:14][cH:15]2)[cH:5][c:6]([C:8](=[O:10])[NH:26][CH2:25][c:21]2[cH:20][c:19]3[cH:18][cH:17][nH:16][c:24]3[cH:23][cH:22]2)[n:7]1. The product is Nc1nc(C(=O)NCc2ccc3[nH]ccc3c2)cc(-c2ccco2)n1. Starting materials: Nc1nc(C(=O)O)cc(-c2ccco2)n1, N=C=N, CN(C)C=O, O, On1nnc2ccccc21, NCc1ccc2[nH]ccc2c1. Reactants: COC=1C=CC(=CC1)P2(=S)SP(=S)(S2)C=3C=CC(=CC3)OC (Lawesson's reagent), C(N)(=O)[C@H]1N(CCC1)C(=O)OCC1=CC=CC=C1 (benzyl (S)-2-carbamoyl-pyrrolidine-1-carboxylate). Solvent: C1(=CC=CC=C1)C (toluene). Conditions: temperature 100 celsius. Yields the product C(N)(=S)[C@H]1N(CCC1)C(=O)OCC1=CC=CC=C1 (benzyl (S)-2-thiocarbamoylpyrrolidine-1-carboxylate). RXN SMILES: COC1C=CC(P2(SP(C3C=CC(OC)=CC=3)(=S)S2)=[S:10])=CC=1.[C:23]([C@@H:26]1[CH2:30][CH2:29][CH2:28][N:27]1[C:31]([O:33][CH2:34][C:35]1[CH:40]=[CH:39][CH:38]=[CH:37][CH:36]=1)=[O:32])(=O)[NH2:24]>C1(C)C=CC=CC=1>[C:23]([C@@H:26]1[CH2:30][CH2:29][CH2:28][N:27]1[C:31]([O:33][CH2:34][C:35]1[CH:40]=[CH:39][CH:38]=[CH:37][CH:36]=1)=[O:32])(=[S:10])[NH2:24]. Procedure: Part A. Lawesson's reagent (90 mg, 0.22 mmol) was added to a stirred slurry of benzyl (S)-2-carbamoyl-pyrrolidine-1-carboxylate (100 mg, 0.40 mmol) in toluene (3 mL) at ambient temperature. The reaction mixture was heated to 100° C. for 3 h then the solvents were removed. The residue was purified by flash silica gel chromatography yielding benzyl (S)-2-thiocarbamoylpyrrolidine-1-carboxylate as white solid (108 mg, crude quantative yield): HPLC (method 1) tR=2.55 min, Purity 100%; LCMS (method 4)...